From a dataset of the Open Reaction Database (ORD), a public repository of structured organic reaction records. describe an organic reaction: reactants, conditions, products, and yield Reactants: O (water), FC1=NC(=CC=2CCC(CC12)C1=NC=C(C=C1)O)OCCCCCCCC (1-fluoro-7-(5-hydroxypyridin-2-yl)-3-octyloxy-5,6,7,8-tetrahydroisoquinoline), C(CCCCCCC)Br (1-octyl bromide), [H-].[Na+] (sodium hydride). The solvent is CN(C)C=O (DMF). The product is C(CCCCCCC)OC=1C=CC(=NC1)C1CCC=2C=C(N=C(C2C1)F)OCCCCCCCC (7-[5-(octyloxy)pyridin-2-yl]-1-fluoro-3-octyloxy-5,6,7,8-tetrahydroisoquinoline). Reported procedure: 10 mmol of 1-fluoro-7-(5-hydroxypyridin-2-yl)-3-octyloxy-5,6,7,8-tetrahydroisoquinoline are dissolved in 50 ml of DMF, and 11 mmol of sodium hydride are added. After the mixture has been stirred for 30 minutes, 11 mmol of 1-octyl bromide are added dropwise, and the mixture is stirred at 60° C. for a further 140 minutes and poured into water. The mixture is extracted with dichloromethane, the combined organic phases are dried, the solvent is removed in vacuo and the residue is chromatographed on ... RXN SMILES: [F:1][C:2]1[C:11]2[CH2:10][CH:9]([C:12]3[CH:17]=[CH:16][C:15]([OH:18])=[CH:14][N:13]=3)[CH2:8][CH2:7][C:6]=2[CH:5]=[C:4]([O:19][CH2:20][CH2:21][CH2:22][CH2:23][CH2:24][CH2:25][CH2:26][CH3:27])[N:3]=1.[H-].[Na+].[CH2:30](Br)[CH2:31][CH2:32][CH2:33][CH2:34][CH2:35][CH2:36][CH3:37].O>CN(C=O)C>[CH2:30]([O:18][C:15]1[CH:16]=[CH:17][C:12]([CH:9]2[CH2:10][C:11]3[C:2]([F:1])=[N:3][C:4]([O:19][CH2:20][CH2:21][CH2:22][CH2:23][CH2:24][CH2:25][CH2:26][CH3:27])=[CH:5][C:6]=3[CH2:7][CH2:8]2)=[N:13][CH:14]=1)[CH2:31][CH2:32][CH2:33][CH2:34][CH2:35][CH2:36][CH3:37] |f:1.2|. Reaction conditions: time 30 minute. The yield is 75.5%. Reactants: C1(CC1)C1=C(COC2=C(C=C(C=C2)C=2C(=C(N(N2)C)C(=O)O)C)C)C(=CC=C1)N1N=NN(C1=O)C (5-{4-[2-Cyclopropyl-6-(4-methyl-5-oxo-4,5-dihydro-tetrazol-1-yl)-benzyloxy]-3-methyl-phenyl}-2,4-dimethyl-2H-pyrazole-3-carboxylic acid), O1CCCC1 (tetrahydrofuran), C(C(=O)Cl)(=O)Cl (oxalyl dichloride). The solvent is CN(C=O)C (N,N-dimethylformamide). Run at time 2 hour. The product is C1(CC1)C1=C(COC2=C(C=C(C=C2)C=2C(=C(N(N2)C)C(=O)Cl)C)C)C(=CC=C1)N1N=NN(C1=O)C (5-{4-[2-Cyclopropyl-6-(4-methyl-5-oxo-4,5-dihydro-tetrazol-1-yl)-benzyloxy]-3-methyl-phenyl}-2,4-dim ethyl-2H-pyrazole-3-carbonylchloride). RXN SMILES: [CH:1]1([C:4]2[CH:28]=[CH:27][CH:26]=[C:25]([N:29]3[C:33](=[O:34])[N:32]([CH3:35])[N:31]=[N:30]3)[C:5]=2[CH2:6][O:7][C:8]2[CH:13]=[CH:12][C:11]([C:14]3[C:15]([CH3:23])=[C:16]([C:20](O)=[O:21])[N:17]([CH3:19])[N:18]=3)=[CH:10][C:9]=2[CH3:24])[CH2:3][CH2:2]1.O1CCCC1.C(Cl)(=O)C([Cl:44])=O>CN(C)C=O>[CH:1]1([C:4]2[CH:28]=[CH:27][CH:26]=[C:25]([N:29]3[C:33](=[O:34])[N:32]([CH3:35])[N:31]=[N:30]3)[C:5]=2[CH2:6][O:7][C:8]2[CH:13]=[CH:12][C:11]([C:14]3[C:15]([CH3:23])=[C:16]([C:20]([Cl:44])=[O:21])[N:17]([CH3:19])[N:18]=3)=[CH:10][C:9]=2[CH3:24])[CH2:3][CH2:2]1. Reported procedure: At room temperature, to the mixture of 5-{4-[2-Cyclopropyl-6-(4-methyl-5-oxo-4,5-dihydro-tetrazol-1-yl)-benzyloxy]-3-methyl-phenyl}-2,4-dimethyl-2H-pyrazole-3-carboxylic acid (described in Reference Preparation example 116) and tetrahydrofuran 50 ml was added oxalyl dichloride 0.5 g and N,N-dimethylformamide 0.1 ml. The mixture was stirred for two hours and concentrated under reduced pressure to give 5-{4-[2-Cyclopropyl-6-(4-methyl-5-oxo-4,5-dihydro-tetrazol-1-yl)-benzyloxy]-3-methyl-phenyl}-2,4... Reactants: F[B-](F)(F)F, COc1cc(C(=O)O)ccc1Nc1ncc2c(n1)N(C1CCCC1)CC1(CC1)C(=O)N2C, CCN(C(C)C)C(C)C, ClCCl, NN1CCN(CCO)CC1, CN(C)C(On1nnc2ccccc21)=[N+](C)C. Yields the product COc1cc(C(=O)NN2CCN(CCO)CC2)ccc1Nc1ncc2c(n1)N(C1CCCC1)CC1(CC1)C(=O)N2C. As a reaction SMILES: [B-:42]([F:43])([F:44])([F:45])[F:46].[CH:1]1([N:6]2[c:7]3[c:8]([cH:17][n:18][c:19]([NH:21][c:22]4[c:23]([O:31][CH3:32])[cH:24][c:25]([C:26](=[O:27])[OH:28])[cH:29][cH:30]4)[n:20]3)[N:9]([CH3:16])[C:10](=[O:15])[C:11]3([CH2:12][CH2:13]3)[CH2:14]2)[CH2:2][CH2:3][CH2:4][CH2:5]1.[CH:33]([N:34]([CH2:35][CH3:36])[CH:37]([CH3:38])[CH3:39])([CH3:40])[CH3:41].[Cl:74][CH2:75][Cl:76].[NH2:64][N:65]1[CH2:66][CH2:67][N:68]([CH2:71][CH2:72][OH:73])[CH2:69][CH2:70]1.[n:47]1([O:48][C:49]([N:50]([CH3:51])[CH3:52])=[N+:53]([CH3:54])[CH3:55])[c:56]2[cH:57][cH:58][cH:59][cH:60][c:61]2[n:62][n:63]1>>[CH:1]1([N:6]2[c:7]3[c:8]([cH:17][n:18][c:19]([NH:21][c:22]4[c:23]([O:31][CH3:32])[cH:24][c:25]([C:26](=[O:28])[NH:64][N:65]5[CH2:66][CH2:67][N:68]([CH2:71][CH2:72][OH:73])[CH2:69][CH2:70]5)[cH:29][cH:30]4)[n:20]3)[N:9]([CH3:16])[C:10](=[O:15])[C:11]3([CH2:12][CH2:13]3)[CH2:14]2)[CH2:2][CH2:3][CH2:4][CH2:5]1. Reactants: C1CCOC1, CO, O=C(NCC(=O)N1CCN(C(=O)c2cc(F)ccc2C(F)(F)F)CC1)c1cc(-c2ccccc2OCc2ccccc2)[nH]n1. Product: O=C(NCC(=O)N1CCN(C(=O)c2cc(F)ccc2C(F)(F)F)CC1)c1cc(-c2ccccc2O)[nH]n1. Reaction SMILES: [CH2:47]1[O:48][CH2:49][CH2:50][CH2:51]1.[CH3:45][OH:46].[F:1][c:2]1[cH:3][cH:4][c:5]([C:41]([F:42])([F:43])[F:44])[c:6]([C:7](=[O:8])[N:9]2[CH2:10][CH2:11][N:12]([C:15]([CH2:16][NH:17][C:18](=[O:19])[c:20]3[n:21][nH:22][c:23](-[c:25]4[c:26]([O:31][CH2:32][c:33]5[cH:34][cH:35][cH:36][cH:37][cH:38]5)[cH:27][cH:28][cH:29][cH:30]4)[cH:24]3)=[O:39])[CH2:13][CH2:14]2)[cH:40]1>>[F:1][c:2]1[cH:3][cH:4][c:5]([C:41]([F:42])([F:43])[F:44])[c:6]([C:7](=[O:8])[N:9]2[CH2:10][CH2:11][N:12]([C:15]([CH2:16][NH:17][C:18](=[O:19])[c:20]3[n:21][nH:22][c:23](-[c:25]4[c:26]([OH:31])[cH:27][cH:28][cH:29][cH:30]4)[cH:24]3)=[O:39])[CH2:13][CH2:14]2)[cH:40]1. The reactants are OC(CCCCC)C1C(CCC1)=O (2-(1-hydroxyhexyl)cyclopentanone), II (iodine). Yields the product C(CCCCC)C=1C(CCC1)=O (2-hexyl-2-cyclopentenone). Isolated yield 84.8%. RXN SMILES: O[CH:2]([CH:8]1[CH2:12][CH2:11][CH2:10][C:9]1=[O:13])[CH2:3][CH2:4][CH2:5][CH2:6][CH3:7].II>>[CH2:2]([C:8]1[C:9](=[O:13])[CH2:10][CH2:11][CH:12]=1)[CH2:3][CH2:4][CH2:5][CH2:6][CH3:7]. Reported procedure: In a 30 ml four-neck flask fitted with a thermometer, a reflux condenser and a stirrer were placed 2-(1-hydroxyhexyl)cyclopentanone (20 g) synthesized in Reference Example 2 and iodine (5 mg), followed by 6 hours of the reaction at 150° C. The crude product was purified by column chromatography (hexane/ethyl acetate: 95/5) to obtain 15.3 g of 2-hexyl-2-cyclopentenone (GC purity: 99.1%).